From a dataset of the Open Reaction Database (ORD), a public repository of structured organic reaction records. describe an organic reaction: reactants, conditions, products, and yield Reactants: CN(C)C=O, CC(C)COC(=O)Cl, [Na], [Na], O, O=C(O)c1nnn[nH]1. Product: CC(C)COC(=O)c1nnn[nH]1. As a reaction SMILES: [CH3:20][N:21]([CH3:22])[CH:23]=[O:24].[Cl:11][C:12]([O:13][CH2:15][CH:16]([CH3:17])[CH3:18])=[O:14].[Na:1].[Na:2].[OH2:19].[nH:3]1[n:4][n:5][n:6][c:7]1[C:8](=[O:9])[OH:10]>>[n:3]1[n:4][n:5][nH:6][c:7]1[C:8]([O:9][CH2:15][CH:16]([CH3:17])[CH3:18])=[O:10]. Solvent: CCOCC (ether). Starting materials: COCOC1=CC=CC=C1 (methoxymethoxybenzene), solution, C(CCC)[Li] (butyl lithium), OC1=C(C=O)C=CC=C1OC (2-hydroxy-3-methoxybenzaldehyde), CN(CCN(C)C)C (tetramethylethylenediamine), [Cl-].[NH4+] (ammonium chloride). Run at temperature 0 celsius. As a reaction SMILES: C([Li])CCC.CN(C)CCN(C)C.[CH3:14][O:15][CH2:16][O:17][C:18]1[CH:23]=[CH:22][CH:21]=[CH:20][CH:19]=1.[OH:24][C:25]1[C:32]([O:33][CH3:34])=[CH:31][CH:30]=[CH:29][C:26]=1[CH:27]=[O:28].[Cl-].[NH4+]>CCOCC>[CH3:14][O:15][CH2:16][O:17][C:18]1[CH:23]=[CH:22][CH:21]=[CH:20][C:19]=1[CH:27]([C:26]1[CH:29]=[CH:30][CH:31]=[C:32]([O:33][CH3:34])[C:25]=1[OH:24])[OH:28] |f:4.5|. Procedure: A 1.6 M solution of butyl lithium (90.6 ml, 0.145 mol) was placed in a flask and blanketed with nitrogen and to this was added with stirring, while maintaining the temperature at 25°-30° C., 16.85 g, (0.145 mol) of tetramethylethylenediamine. The mixture was then cooled to 0° C. and 20.0 g (0.145 mol) of methoxymethoxybenzene was added with stirring and allowed to react for 2 hours after which 10.0 g (0.066 mol) of 2-hydroxy-3-methoxybenzaldehyde was added under the same conditions. The mixture ... Yields the product COCOC1=C(C=CC=C1)C(O)C1=C(C(=CC=C1)OC)O ((2-Methoxymethoxyphenyl)-(2-hydroxy-3-methoxyphenyl)methanol). Reactants: solution, Cl (HCl), CCOCC (ether), CNC(CC1=CC=CC=C1)=O (N-methyl phenylacetamide), N-BuLi, CN(CCCl)C (2-(dimethylamino)ethyl chloride). The solvent is CCCCCC (n-hexane), C1CCOC1 (THF), C1CCOC1 (THF). The product is CNC(C(CCN(C)C)C1=CC=CC=C1)=O (N-methyl-4-dimethylamino-2-phenylbutanamide). The yield is 83.5%. RXN SMILES: [CH3:1][NH:2][C:3](=[O:11])[CH2:4][C:5]1[CH:10]=[CH:9][CH:8]=[CH:7][CH:6]=1.[CH3:12][N:13]([CH3:17])[CH2:14][CH2:15]Cl.Cl.CCOCC>C1COCC1.CCCCCC>[CH3:1][NH:2][C:3](=[O:11])[CH:4]([C:5]1[CH:6]=[CH:7][CH:8]=[CH:9][CH:10]=1)[CH2:15][CH2:14][N:13]([CH3:17])[CH3:12]. Procedure details: To 7.46 g (0.05 mol) of N-methyl phenylacetamide (prepared by reaction of phenylacetyl chloride with monomethylamine in CH2Cl2 solvent) dissolved in 70 ml of THF and cooled in an ice-bath to 0°, was added dropwise with stirring under N2, 40 ml (0.10 mol) of a 2.5M solution of N-BuLi in n-hexane. After stirring at 0° for 30 min, the solution was treated by the rapid addition of 5.4 g (0.05 mol) of 2-(dimethylamino)ethyl chloride in 30 ml of THF and then stirred at 0° for 30 min. The reaction mixt... Reactants: ClC1=NC(=NC=N1)NC=1C=C(C=CC1)CS(=O)(=O)N (3-[(4-Chloro-1,3,5-triazin-2-yl)amino]benzenemethanesulfonamide), ClC1=NC=NC(=N1)Cl (2,4-dichloro-1,3,5-triazine), NC=1C=C(C=CC1)S(=O)(=O)N (3-aminobenzenesulfonamide). The product is ClC1=NC(=NC=N1)NC=1C=C(C=CC1)S(=O)(=O)N (3-[(4-Chloro-1,3,5-triazin-2-yl)amino]benzenesulfonamide). Isolated yield 35.0%. RXN SMILES: [Cl:1][C:2]1[N:7]=[CH:6][N:5]=[C:4]([NH:8][C:9]2[CH:10]=[C:11](CS(N)(=O)=O)[CH:12]=[CH:13][CH:14]=2)[N:3]=1.ClC1N=C(Cl)N=CN=1.NC1C=C([S:35]([NH2:38])(=[O:37])=[O:36])C=CC=1>>[Cl:1][C:2]1[N:7]=[CH:6][N:5]=[C:4]([NH:8][C:9]2[CH:10]=[C:11]([S:35]([NH2:38])(=[O:37])=[O:36])[CH:12]=[CH:13][CH:14]=2)[N:3]=1. Procedure: A2 was prepared following the general procedure reported for A1 using 2,4-dichloro-1,3,5-triazine and 3-aminobenzenesulfonamide as reacting agents. The crude product was purified by flash chromatography on silica gel (cHex/EtOAc=20:1 to 1:20) to yield the desired product A2 as a white solid (35%). 1H NMR (400 MHz, d6-DMSO, 300K) δ 7.41 (s, 2H), 7.59 (m, 2H), 7.85 (d, J=6.9 Hz, 1H), 8.21 (br.s, 1H), 8.69 (s, 1H), 11.02 (s, 1H). MS (ES) C9H8ClN5O2S requires: 285. found: 286 (M+H)+. Reactants: ClC1(C2=CC=CC=C2OC=2C=CC=CC12)C1=CC=CC=C1 (9-Chloro-9-phenylxanthen), NCC#C (3-aminopropyne), CO (MeOH). Solvent: CN(C)C=O (DMF). Reaction conditions: time 3 hour. The product is C1(=CC=CC=C1)C1(C2=CC=CC=C2OC=2C=CC=CC12)NCC#C (3 -(9-Phenylxanthen-9-yl)aminopropyne). Yield: 81.6%. Reaction SMILES: Cl[C:2]1([C:16]2[CH:21]=[CH:20][CH:19]=[CH:18][CH:17]=2)[C:15]2[CH:14]=[CH:13][CH:12]=[CH:11][C:10]=2[O:9][C:8]2[C:3]1=[CH:4][CH:5]=[CH:6][CH:7]=2.[NH2:22][CH2:23][C:24]#[CH:25].CO>CN(C=O)C>[C:16]1([C:2]2([NH:22][CH2:23][C:24]#[CH:25])[C:3]3[CH:4]=[CH:5][CH:6]=[CH:7][C:8]=3[O:9][C:10]3[C:15]2=[CH:14][CH:13]=[CH:12][CH:11]=3)[CH:17]=[CH:18][CH:19]=[CH:20][CH:21]=1. Procedure: 9-Chloro-9-phenylxanthen (14.7 g, 50 mmol) was added in two equal portions over 0.5 h to a stirred solution of 3-aminopropyne (8.6 mL, 125 mmol) in DMF (100 mL). After 3 h, MeOH (20 mL) was added and the reaction mixture was stirred for 15 min. The mixture was then extracted into diethyl ether (500 mL) and washed with H2O (3×300 mL), dried (Na2SO4), and the solvent removed under vacuum. The resulting yellow oil was dried under high vacuum (4 h), and then redissolved in hot diethyl ether (70 mL)....